Dataset: the Open Reaction Database (ORD), a public repository of structured organic reaction records. Task: describe an organic reaction: reactants, conditions, products, and yield Reactants: COC1=CC2=C(CC(N(CC2)CCCCl)=O)C=C1OC (1-(7,8-dimethoxy-1,3,4,5-tetrahydro-2H-3-benzazepin-2-on-3-yl)-3-chloropropane), COC=1C=C2CCC(CC2=CC1)NC (6-methoxy-2-methylamino-1,2,3,4-tetrahydronaphthalene). The solvent is C(C)N(CC)CC (triethylamine). Product: COC1=CC2=C(CC(N(CC2)CCCN(C2CC3=CC=C(C=C3CC2)OC)C)=O)C=C1OC (1-[7,8-Dimethoxy-1,3,4,5-tetrahydro-2H-3-benzazepin-2-on-3-yl]-3-[N-methyl-N-(6-methoxy-1,2,3,4-tetrahydronaphth-2-yl)-amino]-propane). As a reaction SMILES: [CH3:1][O:2][C:3]1[C:18]([O:19][CH3:20])=[CH:17][C:6]2[CH2:7][C:8](=[O:16])[N:9]([CH2:12][CH2:13][CH2:14]Cl)[CH2:10][CH2:11][C:5]=2[CH:4]=1.[CH3:21][O:22][C:23]1[CH:24]=[C:25]2[C:30](=[CH:31][CH:32]=1)[CH2:29][CH:28]([NH:33][CH3:34])[CH2:27][CH2:26]2>C(N(CC)CC)C>[CH3:1][O:2][C:3]1[C:18]([O:19][CH3:20])=[CH:17][C:6]2[CH2:7][C:8](=[O:16])[N:9]([CH2:12][CH2:13][CH2:14][N:33]([CH3:34])[CH:28]3[CH2:27][CH2:26][C:25]4[C:30](=[CH:31][CH:32]=[C:23]([O:22][CH3:21])[CH:24]=4)[CH2:29]3)[CH2:10][CH2:11][C:5]=2[CH:4]=1. Procedure: The title compound is prepared analogously to Example 1 by reacting 1-(7,8-dimethoxy-1,3,4,5-tetrahydro-2H-3-benzazepin-2-on-3-yl)-3-chloropropane, triethylamine and 6-methoxy-2-methylamino-1,2,3,4-tetrahydronaphthalene. Mp: 122°-123° C. (decomp.).